From a dataset of the Open Reaction Database (ORD), a public repository of structured organic reaction records. describe an organic reaction: reactants, conditions, products, and yield The reactants are COC1=CC=C(CCl)C=C1 (4-Methoxybenzyl chloride), COC(=O)C=1SC=CC1N (methyl-3-amino-thiophene-2-carboxylate). The solvent is C(Cl)Cl (CH2Cl2). Run at temperature 85 celsius. Yields the product COC(=O)C=1SC=CC1NCC1=CC=C(C=C1)OC (3-(4-methoxybenzylamino)-thiophene-2-carboxylic acid methyl ester). The yield is 91.6%. RXN SMILES: [CH3:1][O:2][C:3]1[CH:10]=[CH:9][C:6]([CH2:7]Cl)=[CH:5][CH:4]=1.[CH3:11][O:12][C:13]([C:15]1[S:16][CH:17]=[CH:18][C:19]=1[NH2:20])=[O:14]>C(Cl)Cl>[CH3:11][O:12][C:13]([C:15]1[S:16][CH:17]=[CH:18][C:19]=1[NH:20][CH2:7][C:6]1[CH:9]=[CH:10][C:3]([O:2][CH3:1])=[CH:4][CH:5]=1)=[O:14]. Reported procedure: 4-Methoxybenzyl chloride (22.8 mL, 167.42 mmol) was added to a solution of methyl-3-amino-thiophene-2-carboxylate (17.55 g, 111 mmol) in dry CH2Cl2 (20 mL). The solution was mixed well. Excess CH2Cl2 was evaporated and the mixture was heated overnight at 85° C. under vacuum (3 torr). The mixture was cooled to room temperature. Hexane was added to the mixture, which was refluxed for 30 min, and cooled to 0° C. The solids formed were filtered, washed by hexane, and dried to yield 28.19 g (91%) of ... Reactants: CCOC(=O)C (EtOAc), BrC1=C(C#N)C=CC(=C1)F (2-bromo-4-fluorobenzonitrile), Cl.N[C@H](CC(C)C)C(=O)N (D-leucine amide hydrochloride), CCN(C(C)C)C(C)C (DIEA). Run in O (water), CS(=O)C (DMSO). Yields the product BrC=1C=C(C=CC1C#N)N[C@@H](C(=O)N)CC(C)C ((R)-2-(3-bromo-4-cyanophenylamino)-4-methylpentanamide). Isolated yield 60.3%. Reaction SMILES: [Br:1][C:2]1[CH:9]=[C:8](F)[CH:7]=[CH:6][C:3]=1[C:4]#[N:5].Cl.[NH2:12][C@@H:13]([C:18]([NH2:20])=[O:19])[CH2:14][CH:15]([CH3:17])[CH3:16].CCN(C(C)C)C(C)C.CCOC(C)=O>CS(C)=O.O>[Br:1][C:2]1[CH:9]=[C:8]([NH:12][C@H:13]([CH2:14][CH:15]([CH3:17])[CH3:16])[C:18]([NH2:20])=[O:19])[CH:7]=[CH:6][C:3]=1[C:4]#[N:5] |f:1.2|. Procedure: A solution of 2-bromo-4-fluorobenzonitrile (200 mg, 1.00 mmol), D-leucine amide hydrochloride (200 mg, 1.20 mmol) and DIEA (0.620 mL, 3.56 mmol) in DMSO (3 mL) was stirred at 100 C for 18 h. EtOAc and water were added. The organic phase was separated, dried over Na2SO4, concentrated in vacuo. The residue was purified by a silica gel column, eluted first with 30% EtOAc in hexane, then with 80% EtOAc to give (R)-2-(3-bromo-4-cyanophenylamino)-4-methylpentanamide (187 mg).